Dataset: the Open Reaction Database (ORD), a public repository of structured organic reaction records. Task: describe an organic reaction: reactants, conditions, products, and yield Reactants: C(C)(C)N (isopropylamine), FC1=CC=C(C=C1)C1=C(N(N=N1)C)C=1N=CN(C1)C1=CC=C(C(=O)O)C=C1 (4-{4-[5-(4-fluoro-phenyl)-3-methyl-3H-[1,2,3]triazol-4-yl]-imidazol-1-yl}-benzoic acid), CN(C)C(=[N+](C)C)ON1C2=C(C=CC=C2)N=N1.[B-](F)(F)(F)F (TBTU), CCN(C(C)C)C(C)C (DIPEA). Solvent: CN(C)C=O (DMF). Reaction conditions: time 1 hour. Product: FC1=CC=C(C=C1)C1=C(N(N=N1)C)C=1N=CN(C1)C1=CC=C(C(=O)NC(C)C)C=C1 (4-{4-[5-(4-Fluoro-phenyl)-3-methyl-3H-[1,2,3]triazol-4-yl]-imidazol-1-yl}-N-isopropyl-benzamide). The yield is 67.1%. Reaction SMILES: [F:1][C:2]1[CH:7]=[CH:6][C:5]([C:8]2[N:12]=[N:11][N:10]([CH3:13])[C:9]=2[C:14]2[N:15]=[CH:16][N:17]([C:19]3[CH:27]=[CH:26][C:22]([C:23]([OH:25])=O)=[CH:21][CH:20]=3)[CH:18]=2)=[CH:4][CH:3]=1.CN(C(O[N:36]1N=N[C:38]2C=CC=[CH:42][C:37]1=2)=[N+](C)C)C.[B-](F)(F)(F)F.CCN(C(C)C)C(C)C.C(N)(C)C>CN(C=O)C>[F:1][C:2]1[CH:3]=[CH:4][C:5]([C:8]2[N:12]=[N:11][N:10]([CH3:13])[C:9]=2[C:14]2[N:15]=[CH:16][N:17]([C:19]3[CH:27]=[CH:26][C:22]([C:23]([NH:36][CH:37]([CH3:42])[CH3:38])=[O:25])=[CH:21][CH:20]=3)[CH:18]=2)=[CH:6][CH:7]=1 |f:1.2|. Procedure: To a solution of 4-{4-[5-(4-fluoro-phenyl)-3-methyl-3H-[1,2,3]triazol-4-yl]-imidazol-1-yl}-benzoic acid (75 mg, 0.21 mmol) and TBTU (73 mg, 0.23 mmol) in DMF (0.8 mL) was added DIPEA (177 μL, 1.03 mmol). Then isopropylamine (19 μL, 0.23 mmol) was added and the mixture was stirred at room temperature under Ar for 1 h. The mixture was then evaporated and purification by chromatography (silica, 0 to 100% ethyl acetate in heptane, then 0 to 10% methanol in dichloromethane) afforded the title compoun... The product is ClC1=NC=2CCCCC2C=2N1C=C(N2)C2=C(C=CC=C2)F (5-Chloro-2-(2-fluorophenyl)-7,8,9,10-tetrahydro-imidazo[1,2-c]-quinazoline). Reported procedure: To 50 mL of POCl3 was added 2-(2-Fluorophenyl)-7,8,9,10-tetrahydro-imidazo[1,2-c]-quinazolin-5(6H)-one (600 mg) and the resultant mixture was refluxed for 48 h. The mixture was then cooled and the POCl3 was removed in vacuo. To the residue was added 20 mL of water and the pH adjusted to 7 with ammonium hydroxide. After cooling, the precipitated solid was collected to yield 5-Chloro-2-(2-fluorophenyl)-7,8,9,10-tetrahydro-imidazo[1,2-c]-quinazoline (Compound 30). m.p. 175°-176° C. Starting materials: FC1=C(C=CC=C1)C=1N=C2N(C(NC=3CCCCC23)=O)C1 (2-(2-Fluorophenyl)-7,8,9,10-tetrahydro-imidazo[1,2-c]-quinazolin-5(6H)-one), O=P(Cl)(Cl)Cl (POCl3), resultant mixture. Reaction SMILES: [F:1][C:2]1[CH:7]=[CH:6][CH:5]=[CH:4][C:3]=1[C:8]1[N:9]=[C:10]2[C:19]3[CH2:18][CH2:17][CH2:16][CH2:15][C:14]=3[NH:13][C:12](=O)[N:11]2[CH:21]=1.O=P(Cl)(Cl)[Cl:24]>>[Cl:24][C:12]1[N:11]2[CH:21]=[C:8]([C:3]3[CH:4]=[CH:5][CH:6]=[CH:7][C:2]=3[F:1])[N:9]=[C:10]2[C:19]2[CH2:18][CH2:17][CH2:16][CH2:15][C:14]=2[N:13]=1. Reactants: NN (hydrazine), [N+](=O)([O-])C=1C=C(C2=C(C=CO2)C1)C=1C=NC=NC1 (5-(5-nitro-1-benzofuran-7-yl)pyrimidine), [N+](=O)([O-])C=1C=C(C2=C(C=CO2)C1)C=1C=NC=NC1 (5-(5-nitro-1-benzofuran-7-yl)pyrimidine). Reagents/catalysts: [Ni] (Raney-nickel). Solvent: C(C)O.C1CCOC1 (ethanol THF). Reaction conditions: time 3 hour. The product is N1=CN=CC(=C1)C1=CC(=CC=2C=COC21)N (7-Pyrimidin-5-yl-1-benzofuran-5-amine). Yield: 80.3%. RXN SMILES: NN.[N+:3]([C:6]1[CH:7]=[C:8]([C:15]2[CH:16]=[N:17][CH:18]=[N:19][CH:20]=2)[C:9]2[O:13][CH:12]=[CH:11][C:10]=2[CH:14]=1)([O-])=O>C(O)C.C1COCC1.[Ni]>[N:17]1[CH:16]=[C:15]([C:8]2[C:9]3[O:13][CH:12]=[CH:11][C:10]=3[CH:14]=[C:6]([NH2:3])[CH:7]=2)[CH:20]=[N:19][CH:18]=1 |f:2.3|. Procedure details: Raney-nickel (slurry in ethanol; 2 mL) and hydrazine (0.378 g, 7.55 mmol) were added to 5-(5-nitro-1-benzofuran-7-yl)pyrimidine (0.455 g, 1.87 mmol, Intermediate 17) in ethanol/THF (100 mL:25 mL). The mixture was stirred at room temperature for 3 h, filtered through Celite and concentrated in vacuo to afford 0.317 g (80%) of the title compound as a yellow solid. HPLC 100%, RT: 0.957 min (System A; 10-97% over 3 min). 1H NMR (270 MHz, methanol-d4) δ ppm 6.77 (d, J=2.23 Hz, 1H) 7.05 (q, J=2.23 Hz,... Reactants: ClC1=NC2=CC=CC=C2N=C1NN (2-Chloro-3-hydrazinoquinoxaline), CCOC(C1=CC=CC=C1)(OCC)OCC (triethyl orthobenzoate). Run in C(C)O (ethanol). The product is ClC=1C=2N(C3=CC=CC=C3N1)C(=NN2)C2=CC=CC=C2 (4-chloro-1-phenyl-[1,2,4]triazolo[4,3-a]quinoxaline). As a reaction SMILES: [Cl:1][C:2]1[C:11]([NH:12][NH2:13])=[N:10][C:9]2[C:4](=[CH:5][CH:6]=[CH:7][CH:8]=2)[N:3]=1.CCO[C:17](OCC)(OCC)[C:18]1[CH:23]=[CH:22][CH:21]=[CH:20][CH:19]=1>C(O)C>[Cl:1][C:2]1[C:11]2[N:10]([C:17]([C:18]3[CH:23]=[CH:22][CH:21]=[CH:20][CH:19]=3)=[N:13][N:12]=2)[C:9]2[C:4]([N:3]=1)=[CH:5][CH:6]=[CH:7][CH:8]=2. Procedure details: 2-Chloro-3-hydrazinoquinoxaline (2.2 g., 0.011 mole) was mixed with 6 ml. of triethyl orthobenzoate and heated at 100° C. for 30 minutes. After cooling the orange mixture to room temperature, ethanol was added. Filtration of the resultant precipitate afforded 2.1 g. of crude product which was further purified by means of trituration with warm methanol, followed by filtration and air drying to ultimately yield 1.58 g. (51%) of pure 4-chloro-1-phenyl-[1,2,4]triazolo[4,3-a]quinoxaline as an orange ... Reactants: C(C(C)C)(=O)N[C@H](CS)C(=O)O (N-isobutyryl-D-cysteine), OO (Hydrogen peroxide). Procedure details: N-isobutyryl-D-cysteine (1 g, 5.2 mmol) was dissolved in 10 ml of methanol. Hydrogen peroxide (30%, 0.3 ml, 2.6 mmol) was added and the reaction mixture was stirred at room temperature for 6 hours. After evaporation of the solvent under reduced pressure, a white crystallised oil was obtained. Recrystallisation from ethyl acetate furnished the title compound as a white solid which was dried in vacuo. Solvent: CO (methanol). Reaction SMILES: [C:1]([NH:6][C@@H:7]([C:10]([OH:12])=[O:11])[CH2:8][SH:9])(=[O:5])[CH:2]([CH3:4])[CH3:3].OO>CO>[CH3:3][CH:2]([CH3:4])[C:1]([NH:6][C@H:7]([CH2:8][S:9][S:9][CH2:8][C@@H:7]([NH:6][C:1](=[O:5])[CH:2]([CH3:3])[CH3:4])[C:10]([OH:12])=[O:11])[C:10]([OH:12])=[O:11])=[O:5]. Yields the product CC(C(=O)N[C@@H](C(=O)O)CSSC[C@H](C(=O)O)NC(C(C)C)=O)C ((S,S)-N,N'-di(2-methylpropionyl)-3,3'-dithiobis(2-aminopropionic acid)). Run at time 6 hour. Reactants: [N+](=O)([O-])C1=CC=C(C=C1)N1C[C@@H](CCC1)O ((R)-1-(4-nitrophenyl)piperidin-3-ol). The reagents and catalysts are [Pd] (Pd/C). Conditions: time 8 hour. The product is NC1=CC=C(C=C1)N1C[C@@H](CCC1)O ((R)-1-(4-aminophenyl)piperidin-3-ol). Reaction SMILES: [N+:1]([C:4]1[CH:9]=[CH:8][C:7]([N:10]2[CH2:15][CH2:14][CH2:13][C@@H:12]([OH:16])[CH2:11]2)=[CH:6][CH:5]=1)([O-])=O>[Pd]>[NH2:1][C:4]1[CH:9]=[CH:8][C:7]([N:10]2[CH2:15][CH2:14][CH2:13][C@@H:12]([OH:16])[CH2:11]2)=[CH:6][CH:5]=1. Reported procedure: To a solution of (R)-1-(4-nitrophenyl)piperidin-3-ol was added Pd/C. The mixture was stirred under 1 atm H2 at room temperature overnight, and then filtrated through a pad of Celite. The filtrate was concentrated to afford (R)-1-(4-aminophenyl)piperidin-3-ol. The reactants are COCCO, Cl, Cc1ccc(S(=O)(=O)Cl)cc1, c1ccncc1. Yields the product COCCOS(=O)(=O)c1ccc(C)cc1. As a reaction SMILES: [CH3:1][O:2][CH2:3][CH2:4][OH:5].[ClH:17].[c:6]1([CH3:16])[cH:7][cH:8][c:9]([S:12](=[O:13])(=[O:14])[Cl:15])[cH:10][cH:11]1.[cH:18]1[cH:19][cH:20][n:21][cH:22][cH:23]1>>[CH3:1][O:2][CH2:3][CH2:4][O:5][S:12]([c:9]1[cH:8][cH:7][c:6]([CH3:16])[cH:11][cH:10]1)(=[O:13])=[O:14]. Reactants: O=C(CCl)C=1C=C2CCC(NC2=CC1)=O (6-(1-oxo-2-chloroethyl)-3,4-dihydrocarbostyril), N1CCOCC1 (morpholine), CCOCC (ether). Run in O1CCOCC1 (dioxane). Run at time 12 hour. Product: Cl.O=C(CN1CCOCC1)C=1C=C2CCC(NC2=CC1)=O (6-(1-oxo-2-morpholinoethyl)-3,4-dihydrocarbostyril monohydrochloride). As a reaction SMILES: [O:1]=[C:2]([C:5]1[CH:6]=[C:7]2[C:12](=[CH:13][CH:14]=1)[NH:11][C:10](=[O:15])[CH2:9][CH2:8]2)[CH2:3][Cl:4].[NH:16]1[CH2:21][CH2:20][O:19][CH2:18][CH2:17]1.CCOCC>O1CCOCC1>[ClH:4].[O:1]=[C:2]([C:5]1[CH:6]=[C:7]2[C:12](=[CH:13][CH:14]=1)[NH:11][C:10](=[O:15])[CH2:9][CH2:8]2)[CH2:3][N:16]1[CH2:21][CH2:20][O:19][CH2:18][CH2:17]1 |f:4.5|. Procedure: 5.0 Grams of 6-(1-oxo-2-chloroethyl)-3,4-dihydrocarbostyril and 6.0 g of morpholine were dispersed in 120 ml of dioxane and stirred at 60°-70° C. for 12 hours. The reaction mixture was concentrated under a reduced pressure. The residue thus obtained was stirred with ether and the insoluble matter was collected by filtration and washed with water. Then the insoluble matter was dissolved in 80 ml of methanol and 10 ml of concentrated hydrochloric acid by heating and the solution was concentrated u...